Dataset: the Open Reaction Database (ORD), a public repository of structured organic reaction records. Task: describe an organic reaction: reactants, conditions, products, and yield Reactants: [Cl-].[NH4+] (ammonium chloride), [Cl-].[Na+] (sodium chloride), CI (methyl iodide), [Mg] (magnesium), FC1=CC=C(C=C1)C(OCCN1CCN(CC1)CCC(=O)C1=CC=CC=C1)C1=CC=C(C=C1)F (3-[4-[2-[bis(4-fluorophenyl)methoxy]ethyl]-1-piperazinyl]-1-phenyl-1-propanone). The solvent is C(C)OCC (diethyl ether), O1CCCC1 (tetrahydrofuran), O1CCCC1 (tetrahydrofuran). Product: Cl.Cl.C1(=CC=CC=C1)C(CCN1CCNCC1)(O)C (α-phenyl-α-methyl-1-piperazinepropanol dihydrochloride). RXN SMILES: [CH3:1]I.[Mg].FC1C=CC(C(C2C=CC(F)=CC=2)OCC[N:15]2[CH2:20][CH2:19][N:18]([CH2:21][CH2:22][C:23]([C:25]3[CH:30]=[CH:29][CH:28]=[CH:27][CH:26]=3)=[O:24])[CH2:17][CH2:16]2)=CC=1.[Cl-:38].[NH4+].[Cl-].[Na+]>C(OCC)C.O1CCCC1>[ClH:38].[ClH:38].[C:25]1([C:23]([CH3:1])([OH:24])[CH2:22][CH2:21][N:18]2[CH2:17][CH2:16][NH:15][CH2:20][CH2:19]2)[CH:26]=[CH:27][CH:28]=[CH:29][CH:30]=1 |f:3.4,5.6,9.10.11|. Procedure: A Grignard solution was prepared by adding 11.4 g (0.08 mol) methyl iodide in 100 ml of anhydrous diethyl ether under a nitrogen atmosphere to 2 g (0.08 at) of magnesium, after which the reaction mixture was refluxed for one hour. At the reflux temperature 100 ml of anhydrous tetrahydrofuran and a solution of 4.5 g (0,01 mol) of 3-[4-[2-[bis(4-fluorophenyl)methoxy]ethyl]-1-piperazinyl]-1-phenyl-1-propanone in 100 ml of anhydrous tetrahydrofuran were successively added dropwise. After two hours r... Reactants: FC1=CC=C(C=C1)C=1OC(=C(N1)C1=NC=CC=C1)C=1CCN(CC1)C(=O)OC(C)(C)C (tert-butyl 4-[2-(4-fluorophenyl)-4-(pyridin-2-yl)-1,3-oxazol-5-yl]-3,6-dihydropyridine-1(2H)-carboxylate), [H][H] (hydrogen). Reagents/catalysts: [Pd] (Pd/C). Solvent: CC(=O)O (AcOH). Product: FC1=CC=C(C=C1)C=1OC(=C(N1)C1=NC=CC=C1)C1CCN(CC1)C(=O)OC(C)(C)C (tert-Butyl 4-[2-(4-fluorophenyl)-4-(pyridin-2-yl)-1,3-oxazol-5-yl]piperidine-1-carboxylate). RXN SMILES: [F:1][C:2]1[CH:7]=[CH:6][C:5]([C:8]2[O:9][C:10]([C:19]3[CH2:20][CH2:21][N:22]([C:25]([O:27][C:28]([CH3:31])([CH3:30])[CH3:29])=[O:26])[CH2:23][CH:24]=3)=[C:11]([C:13]3[CH:18]=[CH:17][CH:16]=[CH:15][N:14]=3)[N:12]=2)=[CH:4][CH:3]=1.[H][H]>CC(O)=O.[Pd]>[F:1][C:2]1[CH:3]=[CH:4][C:5]([C:8]2[O:9][C:10]([CH:19]3[CH2:20][CH2:21][N:22]([C:25]([O:27][C:28]([CH3:31])([CH3:30])[CH3:29])=[O:26])[CH2:23][CH2:24]3)=[C:11]([C:13]3[CH:18]=[CH:17][CH:16]=[CH:15][N:14]=3)[N:12]=2)=[CH:6][CH:7]=1. Procedure details: A mixture of tert-butyl 4-[2-(4-fluorophenyl)-4-(pyridin-2-yl)-1,3-oxazol-5-yl]-3,6-dihydropyridine-1(2H)-carboxylate (0.2 g, 0.475 mmol) and Pd/C (0.10 g, 10%, 0.095 mmol) in AcOH (20 ml) was hydrogenated on a shaker at 45 psi hydrogen for 2 days. Then the catalyst was filtered off, and the filtrate was concentrated. The resulting residue was purified by reverse phase HPLC to give the title compound. LC-MS m/e 424.25 [M+1]+. As a reaction SMILES: [Cl:1][C:2]1[CH:3]=[C:4]([S:9][C:10]2[N:14]([CH3:15])[C:13]([CH2:16][CH2:17][OH:18])=[N:12][C:11]=2[CH:19]([CH3:21])[CH3:20])[CH:5]=[C:6]([Cl:8])[CH:7]=1.[CH3:22][O:23][C:24]1(OC)[CH2:30][CH2:29][CH2:28][CH2:27][CH2:26][CH2:25]1>>[Cl:8][C:6]1[CH:5]=[C:4]([S:9][C:10]2[N:14]([CH3:15])[C:13]([CH2:16][CH2:17][O:18][C:24]3([O:23][CH3:22])[CH2:30][CH2:29][CH2:28][CH2:27][CH2:26][CH2:25]3)=[N:12][C:11]=2[CH:19]([CH3:21])[CH3:20])[CH:3]=[C:2]([Cl:1])[CH:7]=1. Procedure: The compound 22 (345 mg, 1 mmol) was converted to the acetal with 1,1-dimethoxycycloheptane (1.58 g, 10 mmol) in the same manner as the example 20 to give the compound 25 (158 mg, 33.5%) as oil. The product is ClC=1C=C(C=C(C1)Cl)SC1=C(N=C(N1C)CCOC1(CCCCCC1)OC)C(C)C (5-(3,5-Dichlorophenylthio)-4-isopropyl-2-[2-(1 -methoxycycloheptyloxy)ethyl]-1-methyl-1H-imidazole). Starting materials: ClC=1C=C(C=C(C1)Cl)SC1=C(N=C(N1C)CCO)C(C)C (5-(3,5-dichlorophenylthio)-4-isopropyl-2-(2-hydroxyethyl)-1-methyl-1H-imidazole), acetal, COC1(CCCCCC1)OC (1,1-dimethoxycycloheptane). Isolated yield 33.5%. Starting materials: O=C(NC1CCCN2c3cc(Br)ccc3Oc3ccccc3C12)C(F)(F)F, CC(C)(C)P(c1ccccc1-c1ccccc1)C(C)(C)C, CC(C)(C)[O-], COCCOC, NCc1ccccc1, [Na+], O=C(C=Cc1ccccc1)C=Cc1ccccc1, O=C(C=Cc1ccccc1)C=Cc1ccccc1, O=C(C=Cc1ccccc1)C=Cc1ccccc1, [Pd], [Pd]. The product is O=C(NC1CCCN2c3cc(NCc4ccccc4)ccc3Oc3ccccc3C12)C(F)(F)F. RXN SMILES: [Br:1][c:2]1[cH:3][c:4]2[c:5]([cH:26][cH:27]1)[O:6][c:7]1[c:8]([cH:22][cH:23][cH:24][cH:25]1)[CH:9]1[N:10]2[CH2:11][CH2:12][CH2:13][CH:14]1[NH:15][C:16]([C:17]([F:18])([F:19])[F:20])=[O:21].[C:28]([P:29]([C:30]([CH3:31])([CH3:32])[CH3:33])[c:34]1[cH:35][cH:36][cH:37][cH:38][c:39]1-[c:40]1[cH:41][cH:42][cH:43][cH:44][cH:45]1)([CH3:46])([CH3:47])[CH3:48].[CH3:49][C:50]([CH3:51])([O-:52])[CH3:53].[CH3:63][O:64][CH2:65][CH2:66][O:67][CH3:68].[NH2:55][CH2:56][c:57]1[cH:58][cH:59][cH:60][cH:61][cH:62]1.[Na+:54].[O:107]=[C:108]([CH:109]=[CH:110][c:111]1[cH:112][cH:113][cH:114][cH:115][cH:116]1)[CH:117]=[CH:118][c:119]1[cH:120][cH:121][cH:122][cH:123][cH:124]1.[O:71]=[C:72]([CH:73]=[CH:74][c:75]1[cH:76][cH:77][cH:78][cH:79][cH:80]1)[CH:81]=[CH:82][c:83]1[cH:84][cH:85][cH:86][cH:87][cH:88]1.[O:89]=[C:90]([CH:91]=[CH:92][c:93]1[cH:94][cH:95][cH:96][cH:97][cH:98]1)[CH:99]=[CH:100][c:101]1[cH:102][cH:103][cH:104][cH:105][cH:106]1.[Pd:69].[Pd:70]>>[c:2]1([NH:55][CH2:56][c:57]2[cH:58][cH:59][cH:60][cH:61][cH:62]2)[cH:3][c:4]2[c:5]([cH:26][cH:27]1)[O:6][c:7]1[c:8]([cH:22][cH:23][cH:24][cH:25]1)[CH:9]1[N:10]2[CH2:11][CH2:12][CH2:13][CH:14]1[NH:15][C:16]([C:17]([F:18])([F:19])[F:20])=[O:21]. Reactants: ClC1=C(C=C(C=C1)O)C(=O)NCC1=CC=C(C(=O)OC)C=C1 (methyl 4-({[(2-chloro-5-hydroxyphenyl)carbonyl]amino}methyl)benzoate), C1(=CC=CC=C1)P(C1=CC=CC=C1)C1=CC=CC=C1 (triphenylphosphine), CC1=NC=CC=C1CO ((2-methyl-3-pyridinyl)methanol), CC(C)OC(=O)/N=N/C(=O)OC(C)C (diisopropylazodicarboxylate). Solvent: CO (methanol), C1CCOC1 (THF). Run at time 4 hour. Yields the product ClC1=C(C=C(C=C1)OCC=1C(=NC=CC1)C)C(=O)NCC1=CC=C(C(=O)OC)C=C1 (Methyl 4-({[(2-chloro-5-{[(2-methyl-3-pyridinyl)methyl]oxy}phenyl)carbonyl]amino}methyl)benzoate). As a reaction SMILES: [Cl:1][C:2]1[CH:7]=[CH:6][C:5]([OH:8])=[CH:4][C:3]=1[C:9]([NH:11][CH2:12][C:13]1[CH:22]=[CH:21][C:16]([C:17]([O:19][CH3:20])=[O:18])=[CH:15][CH:14]=1)=[O:10].C1(P(C2C=CC=CC=2)C2C=CC=CC=2)C=CC=CC=1.[CH3:42][C:43]1[C:48]([CH2:49]O)=[CH:47][CH:46]=[CH:45][N:44]=1.CC(OC(/N=N/C(OC(C)C)=O)=O)C>C1COCC1.CO>[Cl:1][C:2]1[CH:7]=[CH:6][C:5]([O:8][CH2:49][C:48]2[C:43]([CH3:42])=[N:44][CH:45]=[CH:46][CH:47]=2)=[CH:4][C:3]=1[C:9]([NH:11][CH2:12][C:13]1[CH:14]=[CH:15][C:16]([C:17]([O:19][CH3:20])=[O:18])=[CH:21][CH:22]=1)=[O:10]. Procedure: A solution of methyl 4-({[(2-chloro-5-hydroxyphenyl)carbonyl]amino}methyl)benzoate (100 mg, 0.31 mmol) in THF (5 ml) was treated with triphenylphosphine (1.2 eq, 98 mg, 0.37 mmol), (2-methyl-3-pyridinyl)methanol (38 mg, 0.31 mmol) and diisopropylazodicarboxylate (1.2 eq, 110 ul, 0.56 mmol) and stirred at room temperature for 4 hours. Mixture diluted with methanol and purified by SCX cartridge eluting with methanol first then 2M ammonia in methanol. Basic fractions combined and evaporated to give... RXN SMILES: [O:1]=[C:2]1[N:6]([C:7]2[CH:16]=[C:15]3[C:10]([CH:11]=[C:12]([C:18]4[CH:23]=[CH:22][CH:21]=[CH:20][C:19]=4[C:24]([F:27])([F:26])[F:25])[NH:13][C:14]3=[O:17])=[CH:9][CH:8]=2)[CH2:5][CH:4]([C:28]([OH:30])=O)[O:3]1.[NH4+].[OH-].[Cl-].COC1N=C(OC)N=C([N+]2(C)CCOCC2)[N:37]=1.O>C(O)(C)C>[O:1]=[C:2]1[N:6]([C:7]2[CH:16]=[C:15]3[C:10]([CH:11]=[C:12]([C:18]4[CH:23]=[CH:22][CH:21]=[CH:20][C:19]=4[C:24]([F:25])([F:26])[F:27])[NH:13][C:14]3=[O:17])=[CH:9][CH:8]=2)[CH2:5][CH:4]([C:28]([NH2:37])=[O:30])[O:3]1 |f:1.2,3.4|. Procedure: The 2-oxo-3-[1-oxo-3-(2-trifluoromethylphenyl)-1,2-dihydroisoquinolin-7-yl]oxazolidin-5-carboxylic acid (12.5 mg, 0.03 mmol) obtained in Example 2-4 and a 25% ammonia aqueous solution (3.06 μl, 0.045 mmol) were dissolved in isopropanol (0.3 ml). Thereafter, 4-(4,6-dimethoxy-1,3,5-triazin-2-yl)-4-methylmorpholinium chloride (13.3 mg, 0.045 mmol) was added to the solution, and the obtained mixture was then stirred at a room temperature for 3.5 hours. Thereafter, water was added to the reaction sol... Yield: 78.3%. Product: O=C1OC(CN1C1=CC=C2C=C(NC(C2=C1)=O)C1=C(C=CC=C1)C(F)(F)F)C(=O)N (2-oxo-3-[1-oxo-3-(2-trifluoromethylphenyl)-1,2-dihydroisoquinolin-7-yl]oxazolidin-5-carboxylic amide). Conditions: time 3.5 hour. Reactants: O (water), O=C1OC(CN1C1=CC=C2C=C(NC(C2=C1)=O)C1=C(C=CC=C1)C(F)(F)F)C(=O)O (2-oxo-3-[1-oxo-3-(2-trifluoromethylphenyl)-1,2-dihydroisoquinolin-7-yl]oxazolidin-5-carboxylic acid), [NH4+].[OH-] (ammonia aqueous), [Cl-].COC1=NC(=NC(=N1)OC)[N+]1(CCOCC1)C (4-(4,6-dimethoxy-1,3,5-triazin-2-yl)-4-methylmorpholinium chloride). The solvent is C(C)(C)O (isopropanol).